Dataset: the Open Reaction Database (ORD), a public repository of structured organic reaction records. Task: describe an organic reaction: reactants, conditions, products, and yield The reactants are ClC1=NC=CC(=C1)O (2-chloro-4-hydroxypyridine), N1(CCNCC1)C(=O)OC(C)(C)C (t-butyl piperazine-1-carboxylate). The solvent is CCOC(=O)C (EtOAc), CCCCO (n-BuOH). Run at temperature 140 celsius. Yields the product OC1=CC(=NC=C1)N1CCN(CC1)C(=O)OC(C)(C)C (t-butyl 4-(4-hydroxypyridin-2-yl)piperazine-1-carboxylate). Isolated yield 43.7%. Reaction SMILES: Cl[C:2]1[CH:7]=[C:6]([OH:8])[CH:5]=[CH:4][N:3]=1.[N:9]1([C:15]([O:17][C:18]([CH3:21])([CH3:20])[CH3:19])=[O:16])[CH2:14][CH2:13][NH:12][CH2:11][CH2:10]1>CCCCO.CCOC(C)=O>[OH:8][C:6]1[CH:5]=[CH:4][N:3]=[C:2]([N:12]2[CH2:11][CH2:10][N:9]([C:15]([O:17][C:18]([CH3:21])([CH3:20])[CH3:19])=[O:16])[CH2:14][CH2:13]2)[CH:7]=1. Procedure: To a solution of 2-chloro-4-hydroxypyridine (12.9 g, 100 mmol) in n-BuOH (50 mL) was added t-butyl piperazine-1-carboxylate (46.5 g, 250 mmol). The mixture was heated at 140° C. for 3 days and then diluted with EtOAc (2 L) at ambient temperature. The organic phase was washed with saturated NH4Cl solution and then brine. The organic layer was separated, dried over MgSO4, and concentrated under reduced pressure. The residue was purified by column chromatography (5%-20% MeOH/CH2Cl2) to give 12.2 g ... The reactants are Cl (HCl), C1(=CC=CC=C1)CC=O (phenylacetaldehyde), N1CCCC2=CC=CC=C12 (1,2,3,4-tetrahydroquinoline), [BH3-]C#N.[Na+] (NaBH3CN). Run in CO (methanol), C(C)(=O)O (acetic acid). Conditions: time 1 hour. Product: hydrochloride salt, C1(=CC=CC=C1)CCN1CCCC2=CC=CC=C12 (1-(2-Phenylethyl)-1,2,3,4-tetrahydroquinoline). As a reaction SMILES: [C:1]1([CH2:7][CH:8]=O)[CH:6]=[CH:5][CH:4]=[CH:3][CH:2]=1.[NH:10]1[C:19]2[C:14](=[CH:15][CH:16]=[CH:17][CH:18]=2)[CH2:13][CH2:12][CH2:11]1.[BH3-]C#N.[Na+].Cl>CO.C(O)(=O)C>[C:1]1([CH2:7][CH2:8][N:10]2[C:19]3[C:14](=[CH:15][CH:16]=[CH:17][CH:18]=3)[CH2:13][CH2:12][CH2:11]2)[CH:6]=[CH:5][CH:4]=[CH:3][CH:2]=1 |f:2.3|. Procedure: To phenylacetaldehyde (6.0 g, 0.050 mol), 1,2,3,4-tetrahydroquinoline (13 g, 0.1 mol) and acetic acid (0.5 ml) in methanol (50 ml) was added NaBH3CN (1.18 g). After stirring for 1 hour, the mixture was poured into 800 ml 1N HCl and extracted 3×100 ml ether. The combined organic layers were washed 1×100 ml 1N HCl and 2×100 ml H2O, dried (K2CO3) and concentrated to 100 ml. The concentrate was perfused with excess HCl gas to form an oily hydrochloride salt of title product. The solvent was decanted...